From a dataset of the Open Reaction Database (ORD), a public repository of structured organic reaction records. describe an organic reaction: reactants, conditions, products, and yield The reactants are C(CCC)[Li] (n-butyllithium), CCCCCC (hexane), IC=1C=C(N(C1)C(=O)OC(C)(C)C)C(=O)OCC1=CC=CC=C1 (2-benzyl 1-tert-butyl 4-iodo-1H-pyrrole-1,2-dicarboxylate), C(C)(C)OB1OC(C(O1)(C)C)(C)C (2-isopropoxy-4,4,5,5-tetramethyl-1,3,2-dioxaborolane), C(CCC)[Li] (n-butyllithium), CCCCCC (hexane). The solvent is C1CCOC1 (THF). The product is CC1(OB(OC1(C)C)C=1C=C(N(C1)C(=O)OC(C)(C)C)C(=O)OCC1=CC=CC=C1)C (2-Benzyl 1-tert-butyl 4-(4,4,5,5-tetramethyl-1,3,2-dioxaborolan-2-yl)-1H-pyrrole-1,2-dicarboxylate). RXN SMILES: I[C:2]1[CH:3]=[C:4]([C:14]([O:16][CH2:17][C:18]2[CH:23]=[CH:22][CH:21]=[CH:20][CH:19]=2)=[O:15])[N:5]([C:7]([O:9][C:10]([CH3:13])([CH3:12])[CH3:11])=[O:8])[CH:6]=1.C(O[B:28]1[O:32][C:31]([CH3:34])([CH3:33])[C:30]([CH3:36])([CH3:35])[O:29]1)(C)C.C([Li])CCC.CCCCCC>C1COCC1>[CH3:35][C:30]1([CH3:36])[C:31]([CH3:34])([CH3:33])[O:32][B:28]([C:2]2[CH:3]=[C:4]([C:14]([O:16][CH2:17][C:18]3[CH:23]=[CH:22][CH:21]=[CH:20][CH:19]=3)=[O:15])[N:5]([C:7]([O:9][C:10]([CH3:13])([CH3:12])[CH3:11])=[O:8])[CH:6]=2)[O:29]1. Procedure: At −78° C. to a solution of 2-benzyl 1-tert-butyl 4-iodo-1H-pyrrole-1,2-dicarboxylate (10.0 g, 23.4 mmol), and 2-isopropoxy-4,4,5,5-tetramethyl-1,3,2-dioxaborolane (9.6 mL, 47 mmol) in THF (120 mL) was added dropwise a solution of 2.5 M n-butyllithium in hexane (11.2 mL, 28.1 mmol) with stirring. After completion of addition the mixture was stirred at this temperature for 35 min and then 2.5 M n-butyllithium in hexane (1.87 mL, 4.68 mmol) was added and stirred for another 30 minutes. The reactio...